From a dataset of the Open Reaction Database (ORD), a public repository of structured organic reaction records. describe an organic reaction: reactants, conditions, products, and yield As a reaction SMILES: [CH2:1]([N:3]1[CH:7]=[C:6]([C:8]2[C:13]([CH3:14])=[CH:12][N:11]=[C:10]3[NH:15][CH:16]=[CH:17][C:9]=23)[C:5]([C:18]2[CH:24]=[CH:23][C:21]([NH2:22])=[CH:20][CH:19]=2)=[N:4]1)[CH3:2].[CH2:25]([N:27]=[C:28]=[O:29])[CH3:26]>>[CH2:25]([NH:27][C:28]([NH:22][C:21]1[CH:23]=[CH:24][C:18]([C:5]2[C:6]([C:8]3[C:13]([CH3:14])=[CH:12][N:11]=[C:10]4[NH:15][CH:16]=[CH:17][C:9]=34)=[CH:7][N:3]([CH2:1][CH3:2])[N:4]=2)=[CH:19][CH:20]=1)=[O:29])[CH3:26]. The product is C(C)NC(=O)NC1=CC=C(C=C1)C1=NN(C=C1C1=C2C(=NC=C1C)NC=C2)CC (N-ethyl-N′-{4-[1-ethyl-4-(5-methyl-1H-pyrrolo[2,3-b]pyridin-4-yl)-1H-pyrazol-3-yl]phenyl}urea). Reactants: C(C)N1N=C(C(=C1)C1=C2C(=NC=C1C)NC=C2)C2=CC=C(N)C=C2 (4-[1-ethyl-4-(5-methyl-1H-pyrrolo[2,3-b]pyridin-4-yl)-1H-pyrazol-3-yl]aniline), C(C)N=C=O (ethyl isocyanate). Reported procedure: Following the procedure described in Example 1 with 4-[1-ethyl-4-(5-methyl-1H-pyrrolo[2,3-b]pyridin-4-yl)-1H-pyrazol-3-yl]aniline and ethyl isocyanate afforded the title compound. ESMS [M+H]+: 389.2 Starting materials: 11g, N1C=NC=C1 (imidazole), C1(=CC=CC=C1)C(C(=O)N1CCOCC1)(Cl)C1=CC=CC=C1 (diphenylchloroacetic acid morpholide), C1(=CC=CC=C1)C(C(=O)Cl)(Cl)C1=CC=CC=C1 (diphenylchloroacetyl chloride), N1CCOCC1 (morpholine). Run in C(C)#N (acetonitrile). Yields the product C1(=CC=CC=C1)C(C(=O)N1CCOCC1)(C=1NC=CN1)C1=CC=CC=C1 (diphenyl-imidazolylacetic acid morpholide). RXN SMILES: [C:1]1([C:7]([C:17]2[CH:22]=[CH:21][CH:20]=[CH:19][CH:18]=2)(Cl)[C:8]([N:10]2[CH2:15][CH2:14][O:13][CH2:12][CH2:11]2)=[O:9])[CH:6]=[CH:5][CH:4]=[CH:3][CH:2]=1.C1(C(C2C=CC=CC=2)(Cl)C(Cl)=O)C=CC=CC=1.N1CCOCC1.[NH:46]1[CH:50]=[CH:49][N:48]=[CH:47]1>C(#N)C>[C:1]1([C:7]([C:17]2[CH:22]=[CH:21][CH:20]=[CH:19][CH:18]=2)([C:47]2[NH:46][CH:50]=[CH:49][N:48]=2)[C:8]([N:10]2[CH2:15][CH2:14][O:13][CH2:12][CH2:11]2)=[O:9])[CH:6]=[CH:5][CH:4]=[CH:3][CH:2]=1. Procedure: A mixture of 15.5 g of diphenylchloroacetic acid morpholide, m.p. 113° C (prepared from diphenylchloroacetyl chloride and morpholine in accordance with the procedure described in Ber. 41, 3593) and 11g of imidazole in 100 ml of acetonitrile is heated at reflux for 18 hours. The solvent is removed by distillation in vacuo and, after addition of 70 ml of water, the residue is extracted with methylene chloride. The extracts are dried and the solvent is removed by distillation to yield diphenyl-imid... RXN SMILES: [Cl:1][C:2]1[CH:7]=[CH:6][C:5]([C:8]2([CH:12]([N:15]([CH3:17])[CH3:16])[C:13]#N)[CH2:11][CH2:10][CH2:9]2)=[CH:4][CH:3]=1.C([N-][CH:22]([CH3:24])[CH3:23])(C)C.[Li+].C([Li])C[CH2:28][CH3:29].C(NC(C)C)(C)C.C(=[O:44])CCCCC.[Cl-].[NH4+]>O1CCCC1.CCCCCC>[Cl:1][C:2]1[CH:7]=[CH:6][C:5]([C:8]2([CH:12]([N:15]([CH3:17])[CH3:16])[C:13](=[O:44])[CH2:28][CH2:29][CH2:24][CH2:22][CH3:23])[CH2:11][CH2:10][CH2:9]2)=[CH:4][CH:3]=1 |f:1.2,6.7|. Procedure details: A solution of 2-[1-(4-chlorophenyl)cyclobutyl]-2-dimethylaminoacetonitrile (15 g prepared as described in Example A) in dry tetrahydrofuran (50 ml) was added with stirring at -70° C. over a period of 35 minutes to a solution of lithium diisopropylamide [prepared by the addition of a 2.7M solution of butyllithium in hexane (37 ml) to a solution of diisopropylamine (15 ml) in dry tetrahydrofuran (45 ml) at 5° C.] followed by stirring for 1 hour at a temperature below 5° C. A portion (ca. 100 ml) o... Conditions: time 1 hour. Solvent: O1CCCC1 (tetrahydrofuran), CCCCCC (hexane), O1CCCC1 (tetrahydrofuran), O1CCCC1 (tetrahydrofuran). The product is ClC1=CC=C(C=C1)C1(CCC1)C(C(CCCCC)=O)N(C)C (1-[1-(4-chlorophenyl)cyclobutyl]-1-dimethylaminoheptan-2-one). Starting materials: C(CCCCC)=O (hexanal), solution, C(CCC)[Li] (butyllithium), C(C)(C)NC(C)C (diisopropylamine), [Cl-].[NH4+] (ammonium chloride), C(C)(C)[N-]C(C)C.[Li+] (lithium diisopropylamide), ClC1=CC=C(C=C1)C1(CCC1)C(C#N)N(C)C (2-[1-(4-chlorophenyl)cyclobutyl]-2-dimethylaminoacetonitrile), above solution. Starting materials: C(C)(C)(C)OC(NC1=C(C=C(C(=C1)N(C)CCOC)Cl)[N+](=O)[O-])=O ({4-chloro-5-[(2-methoxy-ethyl)-methyl-amino]-2-nitro-phenyl}-carbamic acid tert.-butyl ester), O.O.Cl[Sn]Cl (SnCl2.2H2O). Yields the product C(C)(C)(C)OC(NC1=C(C=C(C(=C1)N(C)CCOC)Cl)N)=O ({2-Amino-4-chloro-5-[(2-methoxy-ethyl)-methyl-amino]-phenyl}-carbamic acid tert.-butyl ester), solid. RXN SMILES: [C:1]([O:5][C:6](=[O:24])[NH:7][C:8]1[CH:13]=[C:12]([N:14]([CH2:16][CH2:17][O:18][CH3:19])[CH3:15])[C:11]([Cl:20])=[CH:10][C:9]=1[N+:21]([O-])=O)([CH3:4])([CH3:3])[CH3:2].O.O.Cl[Sn]Cl>>[C:1]([O:5][C:6](=[O:24])[NH:7][C:8]1[CH:13]=[C:12]([N:14]([CH2:16][CH2:17][O:18][CH3:19])[CH3:15])[C:11]([Cl:20])=[CH:10][C:9]=1[NH2:21])([CH3:4])([CH3:2])[CH3:3] |f:1.2.3|. Reported procedure: The title compound was prepared from {4-chloro-5-[(2-methoxy-ethyl)-methyl-amino]-2-nitro-phenyl}-carbamic acid tert.-butyl ester (Example C3) (3.46 g, 9.62 mmol) by reduction with SnCl2.2H2O according to the general procedure J (method b). Obtained as a yellow solid (2.25 g). Starting materials: C(C)(=O)N1CCC(CC1)CC(=O)O ((1-acetyl-4-piperidinyl)acetic acid), C(=O)N1CCC2=C(CC1)C=CC=C2 (3-formyl-2,3,4,5-tetrahydro-1H-3-benzazepine). Yields the product C(C)(=O)N1CCC(CC1)CC(=O)C1=CC2=C(CCN(CC2)C=O)C=C1 (2-(1-acetyl-4-piperidinyl)-1-(3-formyl-2,3,4,5-tetrahydro-1H-3-benzazepin-7-yl)-1-ethanone). As a reaction SMILES: [C:1]([N:4]1[CH2:9][CH2:8][CH:7]([CH2:10][C:11]([OH:13])=O)[CH2:6][CH2:5]1)(=[O:3])[CH3:2].[CH:14]([N:16]1[CH2:22][CH2:21][C:20]2[CH:23]=[CH:24][CH:25]=[CH:26][C:19]=2[CH2:18][CH2:17]1)=[O:15]>>[C:1]([N:4]1[CH2:5][CH2:6][CH:7]([CH2:10][C:11]([C:25]2[CH:24]=[CH:23][C:20]3[CH2:21][CH2:22][N:16]([CH:14]=[O:15])[CH2:17][CH2:18][C:19]=3[CH:26]=2)=[O:13])[CH2:8][CH2:9]1)(=[O:3])[CH3:2]. Procedure details: Using (1-acetyl-4-piperidinyl)acetic acid and 3-formyl-2,3,4,5-tetrahydro-1H-3-benzazepine as obtained in Reference Example 2, the procedure of Example 23-1) was similarly repeated to provide 2-(1-acetyl-4-piperidinyl)-1-(3-formyl-2,3,4,5-tetrahydro-1H-3-benzazepin-7-yl)-1-ethanone as light-yellow oil. Starting materials: O=C([O-])[O-], O=C(OCc1ccccc1)N1CCC12CCCNC2, Clc1ncnc2[nH]ccc12, [K+], [K+], O. Product: O=C(OCc1ccccc1)N1CCC12CCCN(c1ncnc3[nH]ccc13)C2. Reaction SMILES: [C:30](=[O:31])([O-:32])[O-:33].[CH2:1]([c:2]1[cH:3][cH:4][cH:5][cH:6][cH:7]1)[O:8][C:9](=[O:10])[N:11]1[CH2:12][CH2:13][C:14]12[CH2:15][NH:16][CH2:17][CH2:18][CH2:19]2.[Cl:20][c:21]1[c:22]2[c:23]([n:24][cH:25][n:26]1)[nH:27][cH:28][cH:29]2.[K+:34].[K+:35].[OH2:36]>>[CH2:1]([c:2]1[cH:3][cH:4][cH:5][cH:6][cH:7]1)[O:8][C:9](=[O:10])[N:11]1[CH2:12][CH2:13][C:14]12[CH2:15][N:16]([c:21]1[c:22]3[c:23]([n:24][cH:25][n:26]1)[nH:27][cH:28][cH:29]3)[CH2:17][CH2:18][CH2:19]2. Starting materials: CS(C)=O, ClCc1ccccc1COc1cccc(OCc2ccc3ccccc3n2)c1, N#C[Na]. Yields the product N#CCc1ccccc1COc1cccc(OCc2ccc3ccccc3n2)c1. RXN SMILES: [CH3:32][S:33]([CH3:34])=[O:35].[Cl:4][CH2:5][c:6]1[c:7]([CH2:8][O:9][c:10]2[cH:11][c:12]([O:13][CH2:14][c:15]3[n:16][c:17]4[cH:18][cH:19][cH:20][cH:21][c:22]4[cH:23][cH:24]3)[cH:25][cH:26][cH:27]2)[cH:28][cH:29][cH:30][cH:31]1.[Na:1][C:2]#[N:3]>>[C:2](#[N:3])[CH2:5][c:6]1[c:7]([CH2:8][O:9][c:10]2[cH:11][c:12]([O:13][CH2:14][c:15]3[n:16][c:17]4[cH:18][cH:19][cH:20][cH:21][c:22]4[cH:23][cH:24]3)[cH:25][cH:26][cH:27]2)[cH:28][cH:29][cH:30][cH:31]1.